Task: describe an organic reaction: reactants, conditions, products, and yield. Dataset: the Open Reaction Database (ORD), a public repository of structured organic reaction records Starting materials: N1=CC(=CC=C1)C=1NC2=CC=CC=C2C1C#N (2-pyridin-3-yl-1H-indole-3-carbonitrile), [H-].[Na+] (sodium hydride), oil, IC (Iodomethane), C(=O)(O)[O-].[Na+] (NaHCO3). The solvent is CN(C)C=O (DMF). Reaction conditions: time 30 minute. Yields the product CN1C(=C(C2=CC=CC=C12)C#N)C=1C=NC=CC1 (1-methyl-2-pyridin-3-yl-1H-indole-3-carbonitrile). RXN SMILES: [N:1]1[CH:6]=[CH:5][CH:4]=[C:3]([C:7]2[NH:8][C:9]3[C:14]([C:15]=2[C:16]#[N:17])=[CH:13][CH:12]=[CH:11][CH:10]=3)[CH:2]=1.[H-].[Na+].IC.[C:22]([O-])(O)=O.[Na+]>CN(C=O)C>[CH3:22][N:8]1[C:9]2[C:14](=[CH:13][CH:12]=[CH:11][CH:10]=2)[C:15]([C:16]#[N:17])=[C:7]1[C:3]1[CH:2]=[N:1][CH:6]=[CH:5][CH:4]=1 |f:1.2,4.5|. Procedure details: To 2-pyridin-3-yl-1H-indole-3-carbonitrile (1.0 g, 4.56 mmol) in DMF (17 mL) is added 60% sodium hydride in mineral oil (547 mg, 13.68 mmol) and the suspension is stirred for 30 min. Iodomethane (971 mg, 6.84 mmol) is then added to the reaction mixture and stirred at ambient temperature for 1 h. Aqueous NaHCO3 (3 mL) is added and the mixture is concentrated in vacuo. The residue is purified by purified by silica gel flash chromatography (dichloromethane-methanol gradient) to give 1-methyl-2-pyri... Isolated yield 106.0%. RXN SMILES: CS/[C:3](=[N:9]\[C:10](=O)[CH:11]=[C:12]([CH3:14])[CH3:13])/[N:4]1[CH2:8][CH2:7][CH2:6][CH2:5]1.[CH3:16][NH:17][NH2:18]>>[CH3:16][N:17]1[C:10]([CH:11]=[C:12]([CH3:14])[CH3:13])=[N:9][C:3]([N:4]2[CH2:8][CH2:7][CH2:6][CH2:5]2)=[N:18]1. Procedure: Was prepared in the same manner as described in General procedure 1d, using 3-Methyl-but-2-enoic acid 1-methylsulfanyl-1-pyrrolidin-1-yl-meth-(Z)-ylideneamide and methylhydrazine as starting materials. Extraction and evaporation of the solvents afforded 1-Methyl-5-(2-methyl-propenyl)-3-pyrrolidin-1-yl-1H-[1,2,4]triazole (261 mg/106%) as yellow oil. MS: m/z=207.1 (M+H+) The reactants are CS\C(\N1CCCC1)=N/C(C=C(C)C)=O (3-Methyl-but-2-enoic acid 1-methylsulfanyl-1-pyrrolidin-1-yl-meth-(Z)-ylideneamide), CNN (methylhydrazine). Product: CN1N=C(N=C1C=C(C)C)N1CCCC1 (1-Methyl-5-(2-methyl-propenyl)-3-pyrrolidin-1-yl-1H-[1,2,4]triazole). Starting materials: N-hydroxynorbornenedicarboximide, N1([C@H](C(=O)N[C@@H](CC2=CC=CC=C2)C(=O)O)CCC1)C(=O)OC(C)(C)C (BocPro-PheOH), N[C@@H](CCC1=CC=CC=C1)C(=O)NCC(=O)OC(=O)C1=CC=CC=C1 (HPhe-Gly-OBz), C1(CCCCC1)N=C=NC1CCCCC1 (dicyclohexylcarbodiimide). The product is N1([C@H](C(=O)N[C@@H](CC2=CC=CC=C2)C(=O)N[C@@H](CC2=CC=CC=C2)C(=O)NCC(=O)OC(=O)C2=CC=CC=C2)CCC1)C(=O)OC(C)(C)C (BocPro-Phe-Phe-GlyOBz). Yield: 66.0%. As a reaction SMILES: [N:1]1([C:20]([O:22][C:23]([CH3:26])([CH3:25])[CH3:24])=[O:21])[CH2:19][CH2:18][CH2:17][C@H:2]1[C:3]([NH:5][C@H:6]([C:14](O)=[O:15])[CH2:7][C:8]1[CH:13]=[CH:12][CH:11]=[CH:10][CH:9]=1)=[O:4].[NH2:27][C@H:28]([C:37]([NH:39][CH2:40][C:41]([O:43][C:44]([C:46]1[CH:51]=[CH:50][CH:49]=[CH:48][CH:47]=1)=[O:45])=[O:42])=[O:38])[CH2:29][CH2:30][C:31]1[CH:36]=[CH:35][CH:34]=[CH:33]C=1.C1(N=C=NC2CCCCC2)CCCCC1>>[N:1]1([C:20]([O:22][C:23]([CH3:26])([CH3:25])[CH3:24])=[O:21])[CH2:19][CH2:18][CH2:17][C@H:2]1[C:3]([NH:5][C@H:6]([C:14]([NH:27][C@H:28]([C:37]([NH:39][CH2:40][C:41]([O:43][C:44]([C:46]1[CH:47]=[CH:48][CH:49]=[CH:50][CH:51]=1)=[O:45])=[O:42])=[O:38])[CH2:29][C:30]1[CH:31]=[CH:36][CH:35]=[CH:34][CH:33]=1)=[O:15])[CH2:7][C:8]1[CH:13]=[CH:12][CH:11]=[CH:10][CH:9]=1)=[O:4]. Reported procedure: Condensation of BocPro-PheOH (3.12 g.) and HPhe-Gly-OBz (3.50 g.) using dicyclohexylcarbodiimide and N-hydroxynorbornenedicarboximide gave BocPro-Phe-Phe-GlyOBz in 66% yield. Debenzylation of BocPro-Phe-Phe-GlyOBz (3.70 g.) by hydrogenation with palladium catalyst gave BocPro-Phe-Phe-GlyOH in 100% yield. Starting materials: N([C@H](CC(C)C)C(=O)N[C@@H](CC(C)C)C(=O)OCC=C)C(=O)OC(C)(C)C (Boc-D-Leu-Leu-OAllyl), [OH-].[Na+] (sodium hydroxide). The solvent is C(C)O.O (ethanol water). Yields the product N([C@H](CC(C)C)C(=O)N[C@@H](CC(C)C)C(=O)O)C(=O)OC(C)(C)C (Boc-D-Leu-Leu-OH). The yield is 91.4%. As a reaction SMILES: [NH:1]([C:21]([O:23][C:24]([CH3:27])([CH3:26])[CH3:25])=[O:22])[C@@H:2]([C:7]([NH:9][C@H:10]([C:15]([O:17]CC=C)=[O:16])[CH2:11][CH:12]([CH3:14])[CH3:13])=[O:8])[CH2:3][CH:4]([CH3:6])[CH3:5].[OH-].[Na+]>C(O)C.O>[NH:1]([C:21]([O:23][C:24]([CH3:27])([CH3:26])[CH3:25])=[O:22])[C@@H:2]([C:7]([NH:9][C@H:10]([C:15]([OH:17])=[O:16])[CH2:11][CH:12]([CH3:14])[CH3:13])=[O:8])[CH2:3][CH:4]([CH3:6])[CH3:5] |f:1.2,3.4|. Reported procedure: According to the general saponification procedure, 6.11 g crude Boc-D-Leu-Leu-OAllyl were saponified with 3 g sodium hydroxide in ethanol/water to yield 5.0 g crude Boc-D-Leu-Leu-OH which was used in the next step without purification The reactants are foam, ClC=1C=C(C=CC1)C1=C(C(=CC(=C1)C(NCCCCCCCCN1C=CC2=CC=CC=C12)=O)C1=CC(=CC=C1)Cl)OCCOCC(=O)OC ({2-[3,3″-Dichloro-5′-(8-indol-1-yl-octylcarbamoyl)-[1,1′;3′,1″]terphenyl-2′-yloxy]-ethoxy}acetic acid, methyl ester), [K+].[Br-] (KBr). The product is ClC=1C=C(C=CC1)C1=C(C(=CC(=C1)C(NCCCCCCCCN1C=CC2=CC=CC=C12)=O)C1=CC(=CC=C1)Cl)OCCOCC(=O)O ({2-[3,3″-Dichloro-5′-(8-indol-1-yl-octylcarbamoyl)-[1,1′;3′,1″]terphenyl-2′-yloxy]-ethoxy}acetic Acid). As a reaction SMILES: [Cl:1][C:2]1[CH:3]=[C:4]([C:8]2[CH:13]=[C:12]([C:14](=[O:33])[NH:15][CH2:16][CH2:17][CH2:18][CH2:19][CH2:20][CH2:21][CH2:22][CH2:23][N:24]3[C:32]4[C:27](=[CH:28][CH:29]=[CH:30][CH:31]=4)[CH:26]=[CH:25]3)[CH:11]=[C:10]([C:34]3[CH:39]=[CH:38][CH:37]=[C:36]([Cl:40])[CH:35]=3)[C:9]=2[O:41][CH2:42][CH2:43][O:44][CH2:45][C:46]([O:48]C)=[O:47])[CH:5]=[CH:6][CH:7]=1.[K+].[Br-]>>[Cl:1][C:2]1[CH:3]=[C:4]([C:8]2[CH:13]=[C:12]([C:14](=[O:33])[NH:15][CH2:16][CH2:17][CH2:18][CH2:19][CH2:20][CH2:21][CH2:22][CH2:23][N:24]3[C:32]4[C:27](=[CH:28][CH:29]=[CH:30][CH:31]=4)[CH:26]=[CH:25]3)[CH:11]=[C:10]([C:34]3[CH:39]=[CH:38][CH:37]=[C:36]([Cl:40])[CH:35]=3)[C:9]=2[O:41][CH2:42][CH2:43][O:44][CH2:45][C:46]([OH:48])=[O:47])[CH:5]=[CH:6][CH:7]=1 |f:1.2|. Reported procedure: The title compound was prepared as a white foam (0.172 g, 47%) from {2-[3,3″-Dichloro-5′-(8-indol-1-yl-octylcarbamoyl)-[1,1′;3′,1″]terphenyl-2′-yloxy]-ethoxy}acetic acid, methyl ester using a procedure similar to Step 4 of example 165; dec.>50° C.; 1H NMR (400 MHz, DMSO-d6) δ 1.16-1.32 (m, 8H), 1.44-1.53 (m, 2H), 1.67-1.76 (m, 2H), 3.17-3.42 (m, 6H), 3.61 (s, 2H), 4.12 (t, J=7 Hz, 2H), 6.37 (d, J=3.1 Hz, 1H), 6.95-6.99 (m, 2H), 7.06-7.10 (m, 2H), 7.32 (m, 1H), 7.41-7.55 (m, 6H), 7.57-7.60 (m, 2H... The solvent is O (water). The reactants are O=C[C@H](O)[C@@H](O)[C@H](O)[C@H](O)CO (D-glucose), CO (methanol), NC(C(O)C)C(=O)O (DL-threonine), 75. Yields the product OC(CNC(C(O)C)C(=O)O)C(C(C(CO)O)O)O (N-(2,3,4,5,6-pentahydroxy-hexyl)-DL-threonine). Reagents/catalysts: [Ni] (Raney nickel), [Pd] (palladium). Reported procedure: The starting materials were D-glucose and DL-threonine. The reductive amination was carried out using Raney nickel or palladium/activated carbon (10%) and yielded a product having a melting point of 219° C. (decomposition) and a RF -value of 0.67 (determined on DC-finished plates of silica gel G (Merck) with a transporting fluid made up of 75 parts by volume of methanol and 25 parts by volume of water). RXN SMILES: O=[CH:2][C@@H:3]([C@H:5]([C@@H:7]([C@@H:9]([CH2:11][OH:12])[OH:10])[OH:8])[OH:6])[OH:4].[NH2:13][CH:14]([C:18]([OH:20])=[O:19])[CH:15]([CH3:17])[OH:16].CO>[Ni].[Pd].O>[OH:4][CH:3]([CH:5]([OH:6])[CH:7]([OH:8])[CH:9]([OH:10])[CH2:11][OH:12])[CH2:2][NH:13][CH:14]([C:18]([OH:20])=[O:19])[CH:15]([CH3:17])[OH:16]. Reactants: C(C)(C)(C)C1=CC=C(C=C1)S(=O)(=O)N(C1=C(C(=NN1C)OCCOC1=CC=C(C=C1)F)C1=CC=C(C=C1)C)S(=O)(=O)C1=CC=C(C=C1)C(C)(C)C (4-(tert-butyl)-N-{[4-(tert-butyl)phenyl]sulfonyl}-N-[3-[2-(4-fluorophenoxy)ethoxy]-1-methyl-4-(4-methylphenyl)-1H-pyrazol-5-yl]benzenesulfonamide), [OH-].[Na+] (sodium hydroxide). The solvent is O1CCOCC1 (dioxan). Reaction conditions: temperature 100 celsius. The product is C(C)(C)(C)C1=CC=C(C=C1)S(=O)(=O)NC1=C(C(=NN1C)OCCOC1=CC=C(C=C1)F)C1=CC=C(C=C1)C (4-(tert-butyl)-N-[3-[2-(4-fluorophenoxy)ethoxy]-1-methyl-4-(4-methylphenyl)-1H-pyrazol-5-yl]benzenesulfonamide). The yield is 80.4%. As a reaction SMILES: [C:1]([C:5]1[CH:10]=[CH:9][C:8]([S:11]([N:14](S(C2C=CC(C(C)(C)C)=CC=2)(=O)=O)[C:15]2[N:19]([CH3:20])[N:18]=[C:17]([O:21][CH2:22][CH2:23][O:24][C:25]3[CH:30]=[CH:29][C:28]([F:31])=[CH:27][CH:26]=3)[C:16]=2[C:32]2[CH:37]=[CH:36][C:35]([CH3:38])=[CH:34][CH:33]=2)(=[O:13])=[O:12])=[CH:7][CH:6]=1)([CH3:4])([CH3:3])[CH3:2].[OH-].[Na+]>O1CCOCC1>[C:1]([C:5]1[CH:6]=[CH:7][C:8]([S:11]([NH:14][C:15]2[N:19]([CH3:20])[N:18]=[C:17]([O:21][CH2:22][CH2:23][O:24][C:25]3[CH:30]=[CH:29][C:28]([F:31])=[CH:27][CH:26]=3)[C:16]=2[C:32]2[CH:37]=[CH:36][C:35]([CH3:38])=[CH:34][CH:33]=2)(=[O:13])=[O:12])=[CH:9][CH:10]=1)([CH3:4])([CH3:3])[CH3:2] |f:1.2|. Reported procedure: To 4-(tert-butyl)-N-{[4-(tert-butyl)phenyl]sulfonyl}-N-[3-[2-(4-fluorophenoxy)ethoxy]-1-methyl-4-(4-methylphenyl)-1H-pyrazol-5-yl]benzenesulfonamide (Preparation 25) (180 mg) in dioxan 5 ml) at room temperature was added 1N aqueous sodium hydroxide (5 ml) and the mixture was stirred and heated to 100° C. for 1.5 hrs. The reaction was partitioned between 2N aqueous hydrochloric acid (25 ml) and ethyl acetate (25 ml). The organic layer was separated, washed with water, then brine, dried over magne...